describe an organic reaction: reactants, conditions, products, and yield From a dataset of the Open Reaction Database (ORD), a public repository of structured organic reaction records. The reactants are COC(=O)C1CC(F)(F)CN1C(=O)OC(C)(C)C, C1CCOC1, Cl, [Na+], [OH-]. The product is CC(C)(C)OC(=O)N1CC(F)(F)CC1C(=O)O. As a reaction SMILES: [C:1]([CH3:2])([CH3:3])([CH3:4])[O:5][C:6](=[O:7])[N:8]1[CH:9]([C:15](=[O:16])[O:17][CH3:18])[CH2:10][C:11]([F:13])([F:14])[CH2:12]1.[CH2:22]1[O:23][CH2:24][CH2:25][CH2:26]1.[ClH:21].[Na+:20].[OH-:19]>>[C:1]([CH3:2])([CH3:3])([CH3:4])[O:5][C:6](=[O:7])[N:8]1[CH:9]([C:15](=[O:16])[OH:17])[CH2:10][C:11]([F:13])([F:14])[CH2:12]1. The reactants are C(C)(=O)SCCON=C1OC2=C(C1=NOC)C=CC=C2 (S-[2-(3-methoxyimino-3H-benzofuran-2-ylideneaminooxy)-ethyl] thioacetate), [OH-].[K+] (potassium hydroxide). Run in CO (methanol). Yields the product CON=C(C1=C(C=CC=C1)O)C1=NOCCS1 ((5,6-dihydro-[1,4,2]oxathiazin-3-yl)-(2-hydroxyphenyl)-methanone O-methyloxime). The yield is 24.7%. RXN SMILES: C([S:4][CH2:5][CH2:6][O:7][N:8]=[C:9]1[C:13](=[N:14][O:15][CH3:16])[C:12]2[CH:17]=[CH:18][CH:19]=[CH:20][C:11]=2[O:10]1)(=O)C.[OH-].[K+]>CO>[CH3:16][O:15][N:14]=[C:13]([C:9]1[S:4][CH2:5][CH2:6][O:7][N:8]=1)[C:12]1[CH:17]=[CH:18][CH:19]=[CH:20][C:11]=1[OH:10] |f:1.2|. Procedure: Process c) 3.67 g (0.0125 mol) of S-[2-(3-methoxyimino-3H-benzofuran-2-ylideneaminooxy)-ethyl] thioacetate in 40 ml of methanol are heated under reflux with 12.5 ml of 2N aqueous potassium hydroxide solution for 15 minutes. The solvent is then distilled off under reduced pressure and the residue is admixed with 2N aqueous hydrochloric acid. The mixture is extracted with diethyl ether, the organic phase is dried over sodium sulphate and the solvent is distilled off under reduced pressure. The res... The reactants are C[Si](C)(C)c1ccc(C=O)cc1, NCCc1cccc(C(F)(F)F)c1. The product is C[Si](C)(C)c1ccc(CNCCc2cccc(C(F)(F)F)c2)cc1. Reaction SMILES: [CH3:1][Si:2]([c:3]1[cH:4][cH:5][c:6]([CH:7]=[O:8])[cH:9][cH:10]1)([CH3:11])[CH3:12].[F:13][C:14]([c:15]1[cH:16][c:17]([CH2:21][CH2:22][NH2:23])[cH:18][cH:19][cH:20]1)([F:24])[F:25]>>[CH3:1][Si:2]([c:3]1[cH:4][cH:5][c:6]([CH2:7][NH:23][CH2:22][CH2:21][c:17]2[cH:16][c:15]([C:14]([F:13])([F:24])[F:25])[cH:20][cH:19][cH:18]2)[cH:9][cH:10]1)([CH3:11])[CH3:12]. Starting materials: NC1=C(C#N)C(=CC=C1)OC(CCC)CCC (2-amino-6-(heptan-4-yloxy)benzonitrile), O=C(CC(=O)OCC)C (ethyl 3-oxobutanoate). Product: NC1=C(C(=NC2=CC=CC(=C12)OC(CCC)CCC)C)C(=O)OCC (ethyl 4-amino-5-(heptan-4-yloxy)-2-methylquinoline-3-carboxylate). Reaction SMILES: [NH2:1][C:2]1[CH:9]=[CH:8][CH:7]=[C:6]([O:10][CH:11]([CH2:15][CH2:16][CH3:17])[CH2:12][CH2:13][CH3:14])[C:3]=1[C:4]#[N:5].O=[C:19]([CH3:26])[CH2:20][C:21]([O:23][CH2:24][CH3:25])=[O:22]>>[NH2:5][C:4]1[C:3]2[C:2](=[CH:9][CH:8]=[CH:7][C:6]=2[O:10][CH:11]([CH2:15][CH2:16][CH3:17])[CH2:12][CH2:13][CH3:14])[N:1]=[C:19]([CH3:26])[C:20]=1[C:21]([O:23][CH2:24][CH3:25])=[O:22]. Reported procedure: Prepared as in Example 2a from 2-amino-6-(heptan-4-yloxy)benzonitrile (Example 23b) and ethyl 3-oxobutanoate as a pale yellow solid (65%). 1H NMR (400 MHz, DMSO-d6) δ 0.87 (t, J=7.2 Hz, 6H), 1.31 (t, J=7.2 Hz, 3H), 1.47-1.33 (m, 4H), 1.77-1.59 (m, 4H), 2.54 (s, 3H), 4.30 (q, J=7.2 Hz, 2H), 4.67-4.64 (m, 1H), 6.92 (d, J=7.6 Hz, 1H), 7.19 (dd, J=0.8, 8.4 Hz, 1H), 7.49 (t, J=8.0 Hz, 1H), 8.13 (brs, 2H). MS 345 (MH+).